Dataset: the Open Reaction Database (ORD), a public repository of structured organic reaction records. Task: describe an organic reaction: reactants, conditions, products, and yield Starting materials: BrC=1C=C(N)C=CC1 (3-bromoaniline), Cl.BrC=1C=C(N)C=CC1 (3-bromoaniline hydrochloride), CSC1=C2C(C=C3C=NCN=C13)=NC=N2 (4-methylthio-6H-imidazo[4,5-g]quinazoline). The solvent is C(C)(C)O (isopropanol). Product: Cl.BrC=1C=C(NC2=C3C(C=C4C=NCN=C24)=NC=N3)C=CC1 (4-(3-bromoanilino)-6H-imidazo[4,5-g]quinazoline hydrochloride). Yield: 104.5%. As a reaction SMILES: CS[C:3]1[C:12]2[C:7]([CH:8]=[N:9][CH2:10][N:11]=2)=[CH:6][C:5]2=[N:13][CH:14]=[N:15][C:4]=12.[Br:16][C:17]1[CH:18]=[C:19]([CH:21]=[CH:22][CH:23]=1)[NH2:20].[ClH:24].BrC1C=C(C=CC=1)N>C(O)(C)C>[ClH:24].[Br:16][C:17]1[CH:18]=[C:19]([CH:21]=[CH:22][CH:23]=1)[NH:20][C:3]1[C:12]2[C:7]([CH:8]=[N:9][CH2:10][N:11]=2)=[CH:6][C:5]2=[N:13][CH:14]=[N:15][C:4]=12 |f:2.3,5.6|. Procedure details: A mixture of 4-methylthio-6H-imidazo[4,5-g]quinazoline (0.5 g, 1.6 mmol) [Leonard, N. J.; Morrice, A. G.; Sprecker, M. A.; J. Org. Chem., 1975, 40, 356-363], 3-bromoaniline (0.35 g, 2.0 mmol), and 3-bromoaniline hydrochloride (0.4 g, 1.9 mmol) in isopropanol (200 mL) is heated under reflux for 1 h to give a precipitate of 4-(3-bromoanilino)-6H-imidazo[4,5-g]quinazoline hydrochloride (0.63 g, 72 %). 1H NMR (DMSO) δ9.93 (1H, brs), 9.01 (1H, s), 8.66 (2H, s), 8.39 (1H, s), 8.04 (2H, m), 7.39 (1H, t... Starting materials: C(C)OC(C1=CC=C(C=C1)C=CC(=CC(=O)OCC)C)OCC (ethyl 5-(4-diethoxymethylphenyl)-3-methylpenta-2,4-dienoate), C1(=CC=CC=C1)C(C(O)O)(C)C1=CC=CC=C1 (2,2-diphenylpropanediol), C1(=CC=C(C=C1)S(=O)(=O)O)C (para-toluenesulphonic acid). Run in C1(=CC=CC=C1)C (toluene). Yields the product C1(=CC=CC=C1)C1(COC(OC1)C1=CC=C(C=C1)C=CC(=CC(=O)OCC)C)C1=CC=CC=C1 (Ethyl 5-[4-(5,5-Diphenyl[1,3]dioxan-2-yl)-phenyl]-3-methylpenta-2,4-dienoate). RXN SMILES: C([O:3][CH:4](OCC)[C:5]1[CH:10]=[CH:9][C:8]([CH:11]=[CH:12][C:13]([CH3:20])=[CH:14][C:15]([O:17][CH2:18][CH3:19])=[O:16])=[CH:7][CH:6]=1)C.[C:24]1([C:30]([C:35]2[CH:40]=[CH:39][CH:38]=[CH:37][CH:36]=2)([CH3:34])[CH:31](O)[OH:32])[CH:29]=[CH:28][CH:27]=[CH:26][CH:25]=1.C1(C)C=CC(S(O)(=O)=O)=CC=1>C1(C)C=CC=CC=1>[C:24]1([C:30]2([C:35]3[CH:40]=[CH:39][CH:38]=[CH:37][CH:36]=3)[CH2:31][O:32][CH:4]([C:5]3[CH:6]=[CH:7][C:8]([CH:11]=[CH:12][C:13]([CH3:20])=[CH:14][C:15]([O:17][CH2:18][CH3:19])=[O:16])=[CH:9][CH:10]=3)[O:3][CH2:34]2)[CH:29]=[CH:28][CH:27]=[CH:26][CH:25]=1. Reported procedure: The following are placed in a 250 ml reactor fitted with Dean-Stark apparatus: 70 ml of toluene, 3.5 g (0.011 M) of ethyl 5-(4-diethoxymethylphenyl)-3-methylpenta-2,4-dienoate, 5.0 g (0.011 M) of 2,2-diphenylpropanediol and finally 0.5 g of para-toluenesulphonic acid.